Dataset: the Open Reaction Database (ORD), a public repository of structured organic reaction records. Task: describe an organic reaction: reactants, conditions, products, and yield Reactants: C(C)N(C(C1=C(C(=CC=C1)C)C)=O)CC (N,N-diethyl-2,3-dimethylbenzamide), C(#N)CCN1C[C@@H](CC1)O ((R)-1-(2-cyanoethyl)-3-hydroxypyrrolidine), O (water), C(C)(C)NC(C)C (Diisopropylamine). As a reaction SMILES: C(NC(C)C)(C)C.C([N:10]([CH2:21][CH3:22])[C:11](=[O:20])[C:12]1[CH:17]=[CH:16][CH:15]=[C:14]([CH3:18])[C:13]=1[CH3:19])C.C(C[CH2:26][N:27]1[CH2:31][CH2:30][C@@H:29]([OH:32])[CH2:28]1)#N.O>O1CCCC1>[OH:32][C@@H:29]1[CH2:30][CH2:31][N:27]([CH2:26][CH2:22][C:21]2[NH:10][C:11](=[O:20])[C:12]3[C:13]([CH:19]=2)=[C:14]([CH3:18])[CH:15]=[CH:16][CH:17]=3)[CH2:28]1. Reported procedure: Diisopropylamine (122 mL) was dissolved in tetrahydrofuran (400 mL), and n-butyllithiun (1.56 mol/L) (534 mL) was added dropwise to the solution under ice-cooling. The mixture was stirred under ice-cooling for 30 min, and then cooled to −78° C. A solution (150 mL) of N,N-diethyl-2,3-dimethylbenzamide (85.4 g) in tetrahydrofuran was added dropwise to the reaction mixture and the mixture was stirred at −78° C. for 0.5 hr. The reaction mixture was cooled to −78° C. and a solution (150 mL) of (R)-1-... The solvent is O1CCCC1 (tetrahydrofuran), O1CCCC1 (tetrahydrofuran), O1CCCC1 (tetrahydrofuran). Isolated yield 22.9%. Conditions: temperature -78 celsius. Product: O[C@H]1CN(CC1)CCC=1NC(C2=CC=CC(=C2C1)C)=O ((R)-3-[2-(3-hydroxypyrrolidin-1-yl)ethyl]-5-methyl-2H-isoquinolin-1-one). The reactants are NC=1C(=CC2=CC=CC=C2C1)C(=O)O (3-amino-2-naphthoic acid), NC(=O)N (urea), C1(=CC=CC=C1)O (phenol). Run at temperature 185 celsius. Product: N1C(NC(C2=CC3=C(C=C12)C=CC=C3)=O)=O (benzo[g]quinazoline-2,4(1H,3H)-dione). Reaction SMILES: [NH2:1][C:2]1[C:3]([C:12]([OH:14])=O)=[CH:4][C:5]2[C:10]([CH:11]=1)=[CH:9][CH:8]=[CH:7][CH:6]=2.[NH2:15][C:16](N)=[O:17].C1(O)C=CC=CC=1>>[NH:1]1[C:2]2[C:3](=[CH:4][C:5]3[CH:6]=[CH:7][CH:8]=[CH:9][C:10]=3[CH:11]=2)[C:12](=[O:14])[NH:15][C:16]1=[O:17]. Procedure details: A mixture of 3-amino-2-naphthoic acid (8-1,1.2 g, 6.6 mmol, 1 equiv), urea (2.0 g, 33 mmol, 5.0 equiv) and phenol (7.0 g, 74 mmol, 11 equiv) was heated at 160° C. for 0.5 h an 185° C. for an additional 1.5 h. The reaction was cooled and triturated with methanol (50 mL). The solid precipitate was filtered, washed with methanol, and dried to yield benzo[g]quinazoline-2,4(1H,3H)-dione (1-2) as an orange solid. LRMS m/z (M+H) 213.1 found, 213.1 required. The reactants are C#CCCl, CS(C)=O, [K+], [OH-], O, Cc1ccc(O)cn1. The product is C#CCOc1ccc(C)nc1. Reaction SMILES: [CH2:11]([C:12]#[CH:13])[Cl:14].[CH3:16][S:17]([CH3:18])=[O:19].[K+:10].[OH-:9].[OH2:15].[OH:1][c:2]1[cH:3][n:4][c:5]([CH3:8])[cH:6][cH:7]1>>[O:1]([c:2]1[cH:3][n:4][c:5]([CH3:8])[cH:6][cH:7]1)[CH2:13][C:12]#[CH:11]. Reactants: C(#N)C1CCN(CC1)C(=O)[C@@H](C(C)(C)C)NC(=O)C1=CN(C2=NC=C(N=C21)Br)COCC[Si](C)(C)C (2-bromo-5-(2-trimethylsilanyl-ethoxymethyl)-5H-pyrrolo[2,3-b]pyrazine-7-carboxylic acid [(R)-1-(4-cyano-piperidine-1-carbonyl)-2,2-dimethyl-propyl]-amide), ClC=1C=C2C(=NN(C2=CC1)C)[Sn](CCCC)(CCCC)CCCC (5-chloro-1-methyl-3-tributylstannanyl-1H-indazole). Reagents/catalysts: C=1C=CC(=CC1)[P](C=2C=CC=CC2)(C=3C=CC=CC3)[Pd]([P](C=4C=CC=CC4)(C=5C=CC=CC5)C=6C=CC=CC6)([P](C=7C=CC=CC7)(C=8C=CC=CC8)C=9C=CC=CC9)[P](C=1C=CC=CC1)(C=1C=CC=CC1)C=1C=CC=CC1 (tetrakis(triphenylphosphine)palladium(0)), [Cu]I (copper(I) iodide). The solvent is CN(C)C=O (DMF). Run at temperature 90 celsius, time 3.5 hour. Yields the product C(#N)C1CCN(CC1)C(=O)[C@@H](C(C)(C)C)NC(=O)C1=CN(C2=NC=C(N=C21)C2=NN(C1=CC=C(C=C21)Cl)C)COCC[Si](C)(C)C (2-(5-chloro-1-methyl-1H-indazol-3-yl)-5-(2-trimethylsilanyl-ethoxymethyl)-5H-pyrrolo[2,3-b]pyrazine-7-carboxylic acid [(R)-1-(4-cyano-piperidine-1-carbonyl)-2,2-dimethyl-propyl]-amide). The yield is 79.4%. As a reaction SMILES: [C:1]([CH:3]1[CH2:8][CH2:7][N:6]([C:9]([C@H:11]([NH:16][C:17]([C:19]2[C:27]3[C:22](=[N:23][CH:24]=[C:25](Br)[N:26]=3)[N:21]([CH2:29][O:30][CH2:31][CH2:32][Si:33]([CH3:36])([CH3:35])[CH3:34])[CH:20]=2)=[O:18])[C:12]([CH3:15])([CH3:14])[CH3:13])=[O:10])[CH2:5][CH2:4]1)#[N:2].[Cl:37][C:38]1[CH:39]=[C:40]2[C:44](=[CH:45][CH:46]=1)[N:43]([CH3:47])[N:42]=[C:41]2[Sn](CCCC)(CCCC)CCCC>CN(C=O)C.C1C=CC([P]([Pd]([P](C2C=CC=CC=2)(C2C=CC=CC=2)C2C=CC=CC=2)([P](C2C=CC=CC=2)(C2C=CC=CC=2)C2C=CC=CC=2)[P](C2C=CC=CC=2)(C2C=CC=CC=2)C2C=CC=CC=2)(C2C=CC=CC=2)C2C=CC=CC=2)=CC=1.[Cu]I>[C:1]([CH:3]1[CH2:8][CH2:7][N:6]([C:9]([C@H:11]([NH:16][C:17]([C:19]2[C:27]3[C:22](=[N:23][CH:24]=[C:25]([C:41]4[C:40]5[C:44](=[CH:45][CH:46]=[C:38]([Cl:37])[CH:39]=5)[N:43]([CH3:47])[N:42]=4)[N:26]=3)[N:21]([CH2:29][O:30][CH2:31][CH2:32][Si:33]([CH3:36])([CH3:35])[CH3:34])[CH:20]=2)=[O:18])[C:12]([CH3:15])([CH3:14])[CH3:13])=[O:10])[CH2:5][CH2:4]1)#[N:2] |^1:69,71,90,109|. Procedure: In a round-bottomed flask 2-bromo-5-(2-trimethylsilanyl-ethoxymethyl)-5H-pyrrolo[2,3-b]pyrazine-7-carboxylic acid [(R)-1-(4-cyano-piperidine-1-carbonyl)-2,2-dimethyl-propyl]-amide (150 mg, 0.26 mmol) and 5-chloro-1-methyl-3-tributylstannanyl-1H-indazole (372 mg, 0.45 mmol) were dissolved in DMF (2.4 ml). The flask was evacuated and backfilled with argon then tetrakis(triphenylphosphine)palladium(0) (15 mg, 0.013 mmol) and copper(I) iodide (10 mg, 0.053 mmol) were added. The reaction mixture was ...